From a dataset of the Open Reaction Database (ORD), a public repository of structured organic reaction records. describe an organic reaction: reactants, conditions, products, and yield Starting materials: [N+](=O)([O-])C=1C(NC(=NC1)NCCSCC1=CSC(=C1)CN1CCCCC1)=O (5-nitro-2-{2-[(5-piperidinomethyl-3-thienyl)methylthio]ethylamino}-4(3H)-pyrimidone), 28, Cl (HCl). The reagents and catalysts are [Ni] (Raney nickel). Run in CO (methanol). Product: NC=1C(NC(=NC1)NCCSCC1=CSC(=C1)CN1CCCCC1)=O (5-Amino-2-{2-[(5-piperidinomethyl-3-thienyl)methylthio]ethylamino}-4(3H)-pyrimidone). Yield: 47.8%. As a reaction SMILES: [N+:1]([C:4]1[C:5](=[O:27])[NH:6][C:7]([NH:10][CH2:11][CH2:12][S:13][CH2:14][C:15]2[CH:19]=[C:18]([CH2:20][N:21]3[CH2:26][CH2:25][CH2:24][CH2:23][CH2:22]3)[S:17][CH:16]=2)=[N:8][CH:9]=1)([O-])=O.Cl>[Ni].CO>[NH2:1][C:4]1[C:5](=[O:27])[NH:6][C:7]([NH:10][CH2:11][CH2:12][S:13][CH2:14][C:15]2[CH:19]=[C:18]([CH2:20][N:21]3[CH2:22][CH2:23][CH2:24][CH2:25][CH2:26]3)[S:17][CH:16]=2)=[N:8][CH:9]=1. Procedure: A mixture of 5-nitro-2-{2-[(5-piperidinomethyl-3-thienyl)methylthio]ethylamino}-4(3H)-pyrimidone (5.32 g; 12.96 mmoles) and a catalytic amount of Raney nickel No. 28 (approximately 3.5 cm3) in 300 ml of methanol was hydrogenated in a Parr apparatus at 50 psi for 3.0 hours. The reaction mixture was filtered, treated with 1.55N methanolic HCl (24.0 ml; 37.2 meq.) and evaporated under reduced pressure. The residue was placed on 180 g of silica gel and chromatographed by flash chromatography using a... Reactants: CC(=O)O[BH-](OC(C)=O)OC(C)=O, COc1ccc2c3c(c(=O)oc2c1)CNCC3, CC(=O)O, ClCCCl, [NH4+], [Na+], [OH-], O, O=Cc1ccnc2ccccc12. Yields the product COc1ccc2c3c(c(=O)oc2c1)CN(Cc1ccnc2ccccc12)CC3. RXN SMILES: [C:34]([O:35][BH-:36]([O:37][C:38](=[O:39])[CH3:40])[O:41][C:42](=[O:43])[CH3:44])(=[O:45])[CH3:46].[CH3:1][O:2][c:3]1[cH:4][cH:5][c:6]2[c:7]([cH:8]1)[o:9][c:10](=[O:17])[c:11]1[c:16]2[CH2:15][CH2:14][NH:13][CH2:12]1.[CH3:30][C:31](=[O:32])[OH:33].[Cl:50][CH2:51][CH2:52][Cl:53].[NH4+:48].[Na+:47].[OH-:49].[OH2:54].[n:18]1[cH:19][cH:20][c:21]([CH:28]=[O:29])[c:22]2[cH:23][cH:24][cH:25][cH:26][c:27]12>>[CH3:1][O:2][c:3]1[cH:4][cH:5][c:6]2[c:7]([cH:8]1)[o:9][c:10](=[O:17])[c:11]1[c:16]2[CH2:15][CH2:14][N:13]([CH2:28][c:21]2[cH:20][cH:19][n:18][c:27]3[c:22]2[cH:23][cH:24][cH:25][cH:26]3)[CH2:12]1. The reactants are OCC1=CC=2NC([C@H]3N(C2N=C1)CCC3)=O ((S)-3-(hydroxymethyl)-6a,7,8,9-tetrahydropyrido[3,2-e]pyrrolo[1,2-a]pyrazin-6(5H)-one), C(C)(C)N(C(C)C)CC (N,N-diisopropylethylamine), Cl.Cl.FC1=CC(=C(C=C1)N1CCNCC1)C (1-(4-fluoro-2-methylphenyl)piperazine dihydrochloride), [I-].C(#N)C[P+](C)(C)C ((cyanomethyl)trimethylphosphonium iodide). Run in C(CC)#N (propiononitrile). Conditions: temperature 105 celsius. Yields the product FC1=CC(=C(C=C1)N1CCN(CC1)CC1=CC=2NC([C@H]3N(C2N=C1)CCC3)=O)C ((S)-3-((4-(4-fluoro-2-methylphenyl)piperazin-1-yl)methyl)-6a,7,8,9-tetrahydropyrido[3,2-e]pyrrolo[1,2-a]pyrazin-6(5H)-one). Isolated yield 56.8%. As a reaction SMILES: O[CH2:2][C:3]1[CH:12]=[N:11][C:10]2[N:9]3[CH2:13][CH2:14][CH2:15][C@H:8]3[C:7](=[O:16])[NH:6][C:5]=2[CH:4]=1.Cl.Cl.[F:19][C:20]1[CH:25]=[CH:24][C:23]([N:26]2[CH2:31][CH2:30][NH:29][CH2:28][CH2:27]2)=[C:22]([CH3:32])[CH:21]=1.[I-].C(C[P+](C)(C)C)#N.C(N(CC)C(C)C)(C)C>C(#N)CC>[F:19][C:20]1[CH:25]=[CH:24][C:23]([N:26]2[CH2:31][CH2:30][N:29]([CH2:2][C:3]3[CH:12]=[N:11][C:10]4[N:9]5[CH2:13][CH2:14][CH2:15][C@H:8]5[C:7](=[O:16])[NH:6][C:5]=4[CH:4]=3)[CH2:28][CH2:27]2)=[C:22]([CH3:32])[CH:21]=1 |f:1.2.3,4.5|. Reported procedure: (S)-3-(hydroxymethyl)-6a,7,8,9-tetrahydropyrido[3,2-e]pyrrolo[1,2-a]pyrazin-6(5H)-one (100 mg, 0.456 mmol), 1-(4-fluoro-2-methylphenyl)piperazine dihydrochloride (122 mg, 0.456 mmol), (cyanomethyl)trimethylphosphonium iodide (166 mg, 0.684 mmol) and N,N-diisopropylethylamine (0.398 ml, 2.281 mmol) were suspended in propiononitrile (Volume: 1.370 ml) and heated in a closed vial at 90-120° C. for 4 h. The reaction mixture became a dark brown solution. It was cooled to room temperature, concentrate... The reactants are [Si](C)(C)(C(C)(C)C)O[C@H]1C[C@@H](CC2=CC=C3[C@@H]4CC[C@@H]([C@@]4(C)CC[C@@H]3[C@@]12C)CO)O[Si](C)(C)C(C)(C)C (1α,3β-bis(tert-butyldimethylsilyloxy)-17β-(hydroxymethyl)androsta-5,7-diene), O1CCCC1.[F-].C(CCC)[N+](CCCC)(CCCC)CCCC (tetra-n-butylammonium fluoride tetrahydrofuran). Run in C(C)(=O)OCC (ethyl acetate). Yields the product O[C@H]1C[C@@H](CC2=CC=C3[C@@H]4CC[C@@H]([C@@]4(C)CC[C@@H]3[C@@]12C)CO)O (1α,3β-dihydroxy-17β-(hydroxymethyl)androsta-5,7-diene). Isolated yield 96.2%. As a reaction SMILES: [Si]([O:8][C@@H:9]1[C@@:26]2([CH3:27])[C:13](=[CH:14][CH:15]=[C:16]3[C@@H:25]2[CH2:24][CH2:23][C@@:21]2([CH3:22])[C@H:17]3[CH2:18][CH2:19][C@@H:20]2[CH2:28][OH:29])[CH2:12][C@@H:11]([O:30][Si](C(C)(C)C)(C)C)[CH2:10]1)(C(C)(C)C)(C)C.O1CCCC1.[F-].C([N+](CCCC)(CCCC)CCCC)CCC>C(OCC)(=O)C>[OH:8][C@@H:9]1[C@@:26]2([CH3:27])[C:13](=[CH:14][CH:15]=[C:16]3[C@@H:25]2[CH2:24][CH2:23][C@@:21]2([CH3:22])[C@H:17]3[CH2:18][CH2:19][C@@H:20]2[CH2:28][OH:29])[CH2:12][C@@H:11]([OH:30])[CH2:10]1 |f:1.2.3|. Procedure details: To 1α,3β-bis(tert-butyldimethylsilyloxy)-17β-(hydroxymethyl)androsta-5,7-diene (1.0 g), was added a 1M tetra-n-butylammonium fluoride tetrahydrofuran solution (11 ml), followed by reflux for 6 hours. After adding ethyl acetate, the reaction mixture was washed with saturated brine, a saturated aqueous sodium bicarbonate solution (twice) and then saturated brine. The organic layer was dried over anhydrous magnesium sulfate, evaporated under reduced pressure to remove the solvent and the thus obtai...